This data is from the Open Reaction Database (ORD), a public repository of structured organic reaction records. The task is: describe an organic reaction: reactants, conditions, products, and yield Starting materials: C(C)OC(=O)C=1C=NC2=CC=C(N=C2C1O)C1=CC(=C(C=C1)OC)OC (6-(3,4-dimethoxy-phenyl)-4-hydroxy-[1,5]naphthyridine-3-carboxylic acid ethyl ester), O=P(Cl)(Cl)Cl (POCl3). Reaction conditions: temperature 125 celsius, time 1.5 hour. Product: C(C)OC(=O)C=1C=NC2=CC=C(N=C2C1Cl)C1=CC(=C(C=C1)OC)OC (4-Chloro-6-(3,4-dimethoxy-phenyl)-[1,5]naphthyridine-3-carboxylic acid ethyl ester). RXN SMILES: [CH2:1]([O:3][C:4]([C:6]1[CH:7]=[N:8][C:9]2[C:14]([C:15]=1O)=[N:13][C:12]([C:17]1[CH:22]=[CH:21][C:20]([O:23][CH3:24])=[C:19]([O:25][CH3:26])[CH:18]=1)=[CH:11][CH:10]=2)=[O:5])[CH3:2].O=P(Cl)(Cl)[Cl:29]>>[CH2:1]([O:3][C:4]([C:6]1[CH:7]=[N:8][C:9]2[C:14]([C:15]=1[Cl:29])=[N:13][C:12]([C:17]1[CH:22]=[CH:21][C:20]([O:23][CH3:24])=[C:19]([O:25][CH3:26])[CH:18]=1)=[CH:11][CH:10]=2)=[O:5])[CH3:2]. Procedure details: A mixture of 6-(3,4-dimethoxy-phenyl)-4-hydroxy-[1,5]naphthyridine-3-carboxylic acid ethyl ester (Stage 249.1.3, 493 mg, 1.391 mmol) in POCl3 was stirred at 125° C. for 1.5 h. Then the RM was evaporated to dryness. The residue was quenched with saturated aqueous NaHCO3. The suspension was filtered, the cake was washed with water and dried in the vacuum oven to give the title compound as a brown solid. Used for next step without further purification. (HPLC: tR 3.80 min (Method A); M+H=373 MS-ES)